From a dataset of the Open Reaction Database (ORD), a public repository of structured organic reaction records. describe an organic reaction: reactants, conditions, products, and yield The reactants are C=CC(=O)Cl, Cc1ccccc1, Nc1ccc(C2=NNC(=O)C3CC23)cc1, O. Yields the product C=CC(=O)Nc1ccc(C2=NNC(=O)C3CC23)cc1. RXN SMILES: [C:16]([CH:17]=[CH2:18])(=[O:19])[Cl:20].[CH3:22][c:23]1[cH:24][cH:25][cH:26][cH:27][cH:28]1.[NH2:1][c:2]1[cH:3][cH:4][c:5]([C:8]2=[N:14][NH:13][C:12](=[O:15])[CH:11]3[CH:9]2[CH2:10]3)[cH:6][cH:7]1.[OH2:21]>>[NH:1]([c:2]1[cH:3][cH:4][c:5]([C:8]2=[N:14][NH:13][C:12](=[O:15])[CH:11]3[CH:9]2[CH2:10]3)[cH:6][cH:7]1)[C:16]([CH:17]=[CH2:18])=[O:19]. Starting materials: CCOC(C)=O, O=S(=O)(Cl)CCCCl, ClCCl, CC(C)CNNC(=O)C(CC(C)C)C(CC=Cc1ccccc1)C(=O)NOC1CCCCO1, c1ccncc1. The product is CC(C)CC(C(=O)NN(CC(C)C)S(=O)(=O)CCCCl)C(CC=Cc1ccccc1)C(=O)NOC1CCCCO1. Reaction SMILES: [CH3:51][CH2:52][O:53][C:54](=[O:55])[CH3:56].[Cl:40][CH2:41][CH2:42][CH2:43][S:44](=[O:45])(=[O:46])[Cl:47].[Cl:48][CH2:49][Cl:50].[O:1]1[CH:2]([O:7][NH:8][C:9](=[O:10])[CH:11]([CH2:12][CH:13]=[CH:14][c:15]2[cH:16][cH:17][cH:18][cH:19][cH:20]2)[CH:21]([C:22](=[O:23])[NH:24][NH:25][CH2:26][CH:27]([CH3:28])[CH3:29])[CH2:30][CH:31]([CH3:32])[CH3:33])[CH2:3][CH2:4][CH2:5][CH2:6]1.[cH:34]1[cH:35][cH:36][n:37][cH:38][cH:39]1>>[O:1]1[CH:2]([O:7][NH:8][C:9](=[O:10])[CH:11]([CH2:12][CH:13]=[CH:14][c:15]2[cH:16][cH:17][cH:18][cH:19][cH:20]2)[CH:21]([C:22](=[O:23])[NH:24][N:25]([CH2:26][CH:27]([CH3:28])[CH3:29])[S:44]([CH2:43][CH2:42][CH2:41][Cl:40])(=[O:45])=[O:46])[CH2:30][CH:31]([CH3:32])[CH3:33])[CH2:3][CH2:4][CH2:5][CH2:6]1. Starting materials: Cc1ccccc1, COc1cc(SC)ccc1C(=O)C(C(=O)OC(C)(C)C)C(=O)C1CC1, Cc1ccc(S(=O)(=O)O)cc1. The product is COc1cc(SC)ccc1C(=O)CC(=O)C1CC1. Reaction SMILES: [CH3:37][c:38]1[cH:39][cH:40][cH:41][cH:42][cH:43]1.[CH:1]1([C:4]([CH:5]([C:6]([O:7][C:8]([CH3:9])([CH3:10])[CH3:11])=[O:12])[C:13]([c:14]2[c:15]([O:22][CH3:23])[cH:16][c:17]([S:20][CH3:21])[cH:18][cH:19]2)=[O:24])=[O:25])[CH2:2][CH2:3]1.[c:26]1([CH3:27])[cH:28][cH:29][c:30]([S:31]([OH:32])(=[O:33])=[O:34])[cH:35][cH:36]1>>[CH:1]1([C:4]([CH2:5][C:13]([c:14]2[c:15]([O:22][CH3:23])[cH:16][c:17]([S:20][CH3:21])[cH:18][cH:19]2)=[O:24])=[O:25])[CH2:2][CH2:3]1. Starting materials: C1(=C(C(=C(C(=C1F)F)F)N)F)N.Cl.Cl (dihydrochloride), Cl.C(C)N=C=NCCCN(C)C (1-ethyl-3-(3-dimethylaminopropyl)carbodiimide hydrochloride), O.ON1N=NC2=C1C=CC=C2 (1-hydroxybenzotriazole monohydrate), Cl.CO (hydrogen chloride methanol), N1N=C(C2=CC=CC=C12)/C=C/C1=CC=C(C(=O)N2CCNCC2)C=C1 ((E)-1-{4-[2-(1H-indazol-3-yl)vinyl]benzoyl}piperazine), tert-butyl ester, CN1CCOCC1 (N-methylmorpholine). Solvent: CO (methanol). Run at temperature 60 celsius. Yields the product Cl.Cl.N1CCC(CC1)C(=O)N1CCN(CC1)C(C1=CC=C(C=C1)\C=C\C1=NNC2=CC=CC=C12)=O ((E)-4-[(piperidin-4-yl)carbonyl]-1-{4-[2-(1H-indazol-3-yl)vinyl]benzoyl}piperazine dihydrochloride). The yield is 41.0%. As a reaction SMILES: [C:1]1([NH2:12])[C:6](F)=[C:5](F)[C:4](F)=[C:3](N)C=1F.[ClH:13].Cl.[NH:15]1[C:23]2[C:18](=[CH:19][CH:20]=[CH:21][CH:22]=2)[C:17](/[CH:24]=[CH:25]/[C:26]2[CH:39]=[CH:38][C:29]([C:30]([N:32]3[CH2:37][CH2:36][NH:35][CH2:34][CH2:33]3)=[O:31])=[CH:28][CH:27]=2)=[N:16]1.O.ON1C2C=CC=CC=2N=N1.Cl.C(N=C=NCCCN(C)C)C.CN1CC[O:67][CH2:66]C1.Cl.CO>CO>[ClH:13].[ClH:13].[NH:12]1[CH2:3][CH2:4][CH:5]([C:66]([N:35]2[CH2:36][CH2:37][N:32]([C:30](=[O:31])[C:29]3[CH:28]=[CH:27][C:26](/[CH:25]=[CH:24]/[C:17]4[C:18]5[C:23](=[CH:22][CH:21]=[CH:20][CH:19]=5)[NH:15][N:16]=4)=[CH:39][CH:38]=3)[CH2:33][CH2:34]2)=[O:67])[CH2:6][CH2:1]1 |f:0.1.2,4.5,6.7,9.10,12.13.14|. Procedure: The product obtained using dihydrochloride of Compound 18 (200 mg, 0.49 mmol), isonipocotic acid tert-butyl ester (122 mg, 0.49 mmol), 1-hydroxybenzotriazole monohydrate (86 mg, 0.64 mmol), 1-ethyl-3-(3-dimethylaminopropyl)carbodiimide hydrochloride (132 mg, 0.69 mmol) and N-methylmorpholine (0.1 mL, 0.98 mmol) in a similar manner to Example 5, was dissolved in methanol (2.00 mL), and the solution was added with 4 mol/L hydrogen chloride-methanol solution (1.50 mL), followed by heating under ref...